This data is from the Open Reaction Database (ORD), a public repository of structured organic reaction records. The task is: describe an organic reaction: reactants, conditions, products, and yield The reactants are COc1cc(B(O)O)ccc1C(=O)NCc1ccccc1, COCCOC, CN1CCN(C2CCC(n3nc(I)c4c(N)ncnc43)CC2)CC1, [Na+], [Na+], O=C([O-])[O-], O. The product is COc1cc(-c2nn(C3CCC(N4CCN(C)CC4)CC3)c3ncnc(N)c23)ccc1C(=O)NCc1ccccc1. As a reaction SMILES: [CH2:25]([c:26]1[cH:27][cH:28][cH:29][cH:30][cH:31]1)[NH:32][C:33](=[O:34])[c:35]1[c:36]([O:44][CH3:45])[cH:37][c:38]([B:41]([OH:42])[OH:43])[cH:39][cH:40]1.[CH3:52][O:53][CH2:54][CH2:55][O:56][CH3:57].[I:1][c:2]1[n:3][n:4]([CH:12]2[CH2:13][CH2:14][CH:15]([N:18]3[CH2:19][CH2:20][N:21]([CH3:24])[CH2:22][CH2:23]3)[CH2:16][CH2:17]2)[c:5]2[n:6][cH:7][n:8][c:9]([NH2:11])[c:10]12.[Na+:46].[Na+:47].[O-:48][C:49](=[O:50])[O-:51].[OH2:58]>>[c:2]1(-[c:38]2[cH:37][c:36]([O:44][CH3:45])[c:35]([C:33]([NH:32][CH2:25][c:26]3[cH:27][cH:28][cH:29][cH:30][cH:31]3)=[O:34])[cH:40][cH:39]2)[n:3][n:4]([CH:12]2[CH2:13][CH2:14][CH:15]([N:18]3[CH2:19][CH2:20][N:21]([CH3:24])[CH2:22][CH2:23]3)[CH2:16][CH2:17]2)[c:5]2[n:6][cH:7][n:8][c:9]([NH2:11])[c:10]12.